Dataset: the Open Reaction Database (ORD), a public repository of structured organic reaction records. Task: describe an organic reaction: reactants, conditions, products, and yield Starting materials: Cl (HCl), BrN1C(CCC1=O)=O (N-Bromosuccinimide), C(C)C1=C(C=CC=C1)O (2-ethylphenol), C(C)(C)N(CC)C(C)C (diisopropylethylamine). Solvent: C(Cl)Cl (CH2Cl2), C(Cl)Cl (CH2Cl2). Reaction conditions: time 0.5 hour. The product is BrC1=C(C(=CC=C1)CC)O (2-bromo-6-ethylphenol). The yield is 80.5%. Reaction SMILES: [Br:1]N1C(=O)CCC1=O.[CH2:9]([C:11]1[CH:16]=[CH:15][CH:14]=[CH:13][C:12]=1[OH:17])[CH3:10].C(N(C(C)C)CC)(C)C.Cl>C(Cl)Cl>[Br:1][C:13]1[CH:14]=[CH:15][CH:16]=[C:11]([CH2:9][CH3:10])[C:12]=1[OH:17]. Procedure details: N-Bromosuccinimide (29.1 g, 163.7 mmol) was added as a suspension in CH2Cl2 (200 mL) over 2 h to a solution of 2-ethylphenol (20.0 gm, 163.7 mmol), diisopropylethylamine (2.3 mL, 16.4 mmol), and CH2Cl2 (300 mL). The resulting solution was maintained at room temperature for 2 h. One normal HCl (100 mL) was added and the mixture was stirred vigorously for 0.5 h. The layers were separated, and the organic phase was washed with 1 N HCl (2×100 mL). The combined aqueous layers were extracted with CH2C... The reactants are C(N)(=O)C1=C(N=CN1)O[C@H]1[C@H](O)[C@@H](O)[C@H](O)[C@H](O1)C(=O)OC (methyl 1-O-(5-carbamoyl-1H-imidazole-4-yl)-β-D-glucopyranuronate), N (ammonia). Solvent: CO (methanol). Conditions: time 1.5 hour. Product: C(N)(=O)C1=C(N=CN1)O[C@H]1[C@H](O)[C@@H](O)[C@H](O)[C@H](O1)C(=O)N (1-O-(5-carbamoyl-1H-imidazole-4-yl)-β-D-glucopyranuronamide). RXN SMILES: [C:1]([C:4]1[NH:8][CH:7]=[N:6][C:5]=1[O:9][C@@H:10]1[O:18][C@H:17]([C:19]([O:21]C)=O)[C@@H:15]([OH:16])[C@H:13]([OH:14])[C@H:11]1[OH:12])(=[O:3])[NH2:2].[NH3:23]>CO>[C:1]([C:4]1[NH:8][CH:7]=[N:6][C:5]=1[O:9][C@@H:10]1[O:18][C@H:17]([C:19]([NH2:23])=[O:21])[C@@H:15]([OH:16])[C@H:13]([OH:14])[C@H:11]1[OH:12])(=[O:3])[NH2:2]. Procedure details: A solution of 0.55 g of methyl 1-O-(5-carbamoyl-1H-imidazole-4-yl)-β-D-glucopyranuronate in 50 ml of dry methanol was saturated with ammonia (gas) cooling in an ice bath and the reaction mixture was stirred for 1.5 hours. Then the reaction mixture was heated to room temperature and was concentrated to a residue under reduced pressure. The residue was washed with methanol and ether, and then separated crystals were filtered off and dried to give 0.5 g of 1-O-(5-carbamoyl-1H-imidazole-4-yl)-β-D-gl... Reactants: CN(C)S(=O)(=O)c1ccccc1S(N)(=O)=O, CC(=O)O, CC#N, Cn1cc(Cl)nc(NC(=O)Oc2ccccc2)c1=O, C1CCC2=NCCCN2CC1. Yields the product CN(C)S(=O)(=O)c1ccccc1S(=O)(=O)NC(=O)Nc1nc(Cl)cn(C)c1=O. As a reaction SMILES: [CH3:12][N:13]([S:14](=[O:15])(=[O:16])[c:17]1[c:18]([S:23](=[O:24])(=[O:25])[NH2:26])[cH:19][cH:20][cH:21][cH:22]1)[CH3:27].[CH3:47][C:48](=[O:49])[OH:50].[CH3:51][C:52]#[N:53].[Cl:28][c:29]1[cH:30][n:31]([CH3:46])[c:32](=[O:45])[c:33]([NH:35][C:36]([O:37][c:39]2[cH:40][cH:41][cH:42][cH:43][cH:44]2)=[O:38])[n:34]1.[N:1]12[CH2:2][CH2:3][CH2:4][N:5]=[C:6]1[CH2:7][CH2:8][CH2:9][CH2:10][CH2:11]2>>[CH3:12][N:13]([S:14](=[O:15])(=[O:16])[c:17]1[c:18]([S:23](=[O:24])(=[O:25])[NH:26][C:36]([NH:35][c:33]2[c:32](=[O:45])[n:31]([CH3:46])[cH:30][c:29]([Cl:28])[n:34]2)=[O:37])[cH:19][cH:20][cH:21][cH:22]1)[CH3:27]. The reactants are FC1=C(C[C@@H]2N(CC[C@@H](C2)C2=CC(NO2)=O)C(=O)OC)C=CC(=C1)F (Cis-methyl 2-(2,4-difluorobenzyl)-4-(3-oxo-2,3-dihydroisoxazol-5-yl)piperidine-1-carboxylate), CCCCCCC.CCO (Heptane EtOH). Solvent: C(C)#N (acetonitrile), C(C)#N (acetonitrile). Product: FC1=C(C[C@@H]2N(CC[C@@H](C2)C2=CC(NO2)=O)C(=O)OC)C=CC(=C1)F ((2R,4S)-methyl 2-(2,4-difluorobenzyl)-4-(3-oxo-2,3-dihydroisoxazol-5-yl)piperidine-1-carboxylate), FC1=C(C[C@H]2N(CC[C@H](C2)C2=CC(NO2)=O)C(=O)OC)C=CC(=C1)F ((2S,4R)-methyl 2-(2,4-difluorobenzyl)-4-(3-oxo-2,3-dihydroisoxazol-5-yl)piperidine-1-carboxylate). The yield is 45.0%. Reaction SMILES: [F:1][C:2]1[CH:24]=[C:23]([F:25])[CH:22]=[CH:21][C:3]=1[CH2:4][C@H:5]1[CH2:10][C@@H:9]([C:11]2[O:15][NH:14][C:13](=[O:16])[CH:12]=2)[CH2:8][CH2:7][N:6]1[C:17]([O:19][CH3:20])=[O:18].CCCCCCC.CCO>C(#N)C>[F:1][C:2]1[CH:24]=[C:23]([F:25])[CH:22]=[CH:21][C:3]=1[CH2:4][C@H:5]1[CH2:10][C@@H:9]([C:11]2[O:15][NH:14][C:13](=[O:16])[CH:12]=2)[CH2:8][CH2:7][N:6]1[C:17]([O:19][CH3:20])=[O:18].[F:1][C:2]1[CH:24]=[C:23]([F:25])[CH:22]=[CH:21][C:3]=1[CH2:4][C@@H:5]1[CH2:10][C@H:9]([C:11]2[O:15][NH:14][C:13](=[O:16])[CH:12]=2)[CH2:8][CH2:7][N:6]1[C:17]([O:19][CH3:20])=[O:18] |f:1.2|. Procedure: Cis-methyl 2-(2,4-difluorobenzyl)-4-(3-oxo-2,3-dihydroisoxazol-5-yl)piperidine-1-carboxylate (1.62 g, 4.6 mmol) was subjected to chiral preparative HPLC (Column: Chiralpak AD (250×20), 5 μm particle size, mobile phase: Heptane/EtOH/FA 90/10/0.2, flow rate 18 mL/min) to yield (2R,4S)-methyl 2-(2,4-difluorobenzyl)-4-(3-oxo-2,3-dihydroisoxazol-5-yl)piperidine-1-carboxylate (799 mg, 49%), Chiral purity 99.9% ee, Optical rotation [α]D20=−4.0 (acetonitrile, c=1) and (2S,4R)-methyl 2-(2,4-difluorobenzy... Starting materials: FC(C(=O)C=1C=CC2=C(CC(O2)(C)C)C1)(C(F)(F)F)F (2,2,3,3,3-pentafluoro-1-(2,3-dihydro-2,2-dimethylbenzofuran-5-yl)propan-1-one), ClC1=NC=C(C=C1C)[N+](=O)[O-] (2-Chloro-3-methyl-5nitropyridine). Product: NC=1C=C(C(=NC1)OC(C(C(F)(F)F)(F)F)C=1C=CC2=C(CC(O2)(C)C)C1)C (5-Amino-3-methyl-2-[1-(2,3-dihydro-2,2-dimethylbenzofuran-5-yl)-2,2,3,3,3-pentafluoropropoxy]pyridine). As a reaction SMILES: [F:1][C:2]([F:20])([C:16]([F:19])([F:18])[F:17])[C:3]([C:5]1[CH:6]=[CH:7][C:8]2[O:12][C:11]([CH3:14])([CH3:13])[CH2:10][C:9]=2[CH:15]=1)=[O:4].Cl[C:22]1[C:27]([CH3:28])=[CH:26][C:25]([N+:29]([O-])=O)=[CH:24][N:23]=1>>[NH2:29][C:25]1[CH:26]=[C:27]([CH3:28])[C:22]([O:4][CH:3]([C:5]2[CH:6]=[CH:7][C:8]3[O:12][C:11]([CH3:14])([CH3:13])[CH2:10][C:9]=3[CH:15]=2)[C:2]([F:1])([F:20])[C:16]([F:18])([F:17])[F:19])=[N:23][CH:24]=1. Procedure details: 5-Amino-3-methyl-2-[1-(2,3-dihydro-2,2-dimethylbenzofuran-5-yl)-2,2,3,3,3-pentafluoropropoxy]pyridine was prepared from 2,2,3,3,3-pentafluoro-1-(2,3-dihydro-2,2-dimethylbenzofuran-5-yl)propan-1-one, by the method of Example 42. 2-Chloro-3-methyl-5nitropyridine was used in place of 2-chloro-5-nitropyridine. Reactants: C(C)(C)(C)OC(N[C@@H](CCN1CC(C1)OC1=CC=C(C=C1)Cl)C)=O ({(R)-3-[3-(4-chloro-phenoxy)-azetidin-1-yl]-1-methyl-propyl}-carbamic acid tert-butyl ester), FC(C(=O)O)(F)F (trifluoroacetic acid). Run in C(Cl)Cl (DCM). Conditions: time 8 hour. Yields the product ClC1=CC=C(OC2CN(C2)CC[C@@H](C)N)C=C1 ((R)-3-[3-(4-chloro-phenoxy)-azetidin-1-yl]-1-methyl-propylamine). RXN SMILES: C(OC(=O)[NH:7][C@H:8]([CH3:23])[CH2:9][CH2:10][N:11]1[CH2:14][CH:13]([O:15][C:16]2[CH:21]=[CH:20][C:19]([Cl:22])=[CH:18][CH:17]=2)[CH2:12]1)(C)(C)C.FC(F)(F)C(O)=O>C(Cl)Cl>[Cl:22][C:19]1[CH:18]=[CH:17][C:16]([O:15][CH:13]2[CH2:14][N:11]([CH2:10][CH2:9][C@H:8]([NH2:7])[CH3:23])[CH2:12]2)=[CH:21][CH:20]=1. Procedure details: A solution of {(R)-3-[3-(4-chloro-phenoxy)-azetidin-1-yl]-1-methyl-propyl}-carbamic acid tert-butyl ester (0.019 mg, 0.053 mmol) in DCM (1 ml) is treated with trifluoroacetic acid (0.042 ml) and stirred at room temperature overnight. The solvent is evaporated and the residue partition between DCM and 1M sodium hydroxide solution. The aqueous phase is extracted with more DCM (×3) and the combined organic phases washed with brine, dried over magnesium sulphate and evaporated to afford (R)-3-[3-(4-... Starting materials: ClC1=C(C=C(C=N1)C1=C(N=C(S1)NC(C)=O)C)NS(=O)(=O)C (N-[5-(6-chloro-5-methylsulfonylaminopyridin-3-yl)-4-methyl-1,3-thiazol-2-yl]acetamide), Cl (hydrochloric acid). The product is NC=1SC(=C(N1)C)C=1C=C(C(=NC1)Cl)NS(=O)(=O)C (N-[5-(2-Amino-4-methyl-1,3-thiazol-5-yl)-2-chloropyridin-3-yl]methanesulfonamide). RXN SMILES: [Cl:1][C:2]1[N:7]=[CH:6][C:5]([C:8]2[S:12][C:11]([NH:13]C(=O)C)=[N:10][C:9]=2[CH3:17])=[CH:4][C:3]=1[NH:18][S:19]([CH3:22])(=[O:21])=[O:20].Cl>>[NH2:13][C:11]1[S:12][C:8]([C:5]2[CH:4]=[C:3]([NH:18][S:19]([CH3:22])(=[O:21])=[O:20])[C:2]([Cl:1])=[N:7][CH:6]=2)=[C:9]([CH3:17])[N:10]=1. Reported procedure: Using an analogous procedure to that described in Example 61, N-[5-(6-chloro-5-methylsulfonylaminopyridin-3-yl)-4-methyl-1,3-thiazol-2-yl]acetamide was hydrolysed with aqueous hydrochloric acid solution to give the title compound; 1H NMR Spectrum: (DMSOd6) 2.22 (s, 3H); 3.13 (s, 3H); 7.23 (s, 2H); 7.76 (d, 1H); 8.21 (d, 1H); 8.79 (br s, 1H); Mass Spectrum: M+H+ 319. Reactants: CCOC(C)=O, CC(C)c1cccc(C(C)C)c1N=C=O, CCCCCC, CC1(C)COC(CN)(C2CCCCC2)OC1. Yields the product CC(C)c1cccc(C(C)C)c1NC(=O)NCC1(C2CCCCC2)OCC(C)(C)CO1. RXN SMILES: [CH2:32]([O:33][C:34](=[O:35])[CH3:36])[CH3:37].[CH3:17][CH:18]([CH3:19])[c:20]1[c:21]([N:29]=[C:30]=[O:31])[c:22]([CH:26]([CH3:27])[CH3:28])[cH:23][cH:24][cH:25]1.[CH3:38][CH2:39][CH2:40][CH2:41][CH2:42][CH3:43].[CH:1]1([C:7]2([CH2:15][NH2:16])[O:8][CH2:9][C:10]([CH3:13])([CH3:14])[CH2:11][O:12]2)[CH2:2][CH2:3][CH2:4][CH2:5][CH2:6]1>>[CH:1]1([C:7]2([CH2:15][NH:16][C:30]([NH:29][c:21]3[c:20]([CH:18]([CH3:17])[CH3:19])[cH:25][cH:24][cH:23][c:22]3[CH:26]([CH3:27])[CH3:28])=[O:31])[O:8][CH2:9][C:10]([CH3:13])([CH3:14])[CH2:11][O:12]2)[CH2:2][CH2:3][CH2:4][CH2:5][CH2:6]1.